This data is from the Open Reaction Database (ORD), a public repository of structured organic reaction records. The task is: describe an organic reaction: reactants, conditions, products, and yield Starting materials: C(C(=C)C)(=O)O (methacrylic acid), C(C#C)O (propargyl alcohol), C(C)(C)(C)C=1C=C(C(O)=CC1)O (p-tertbutylcatechol). The reagents and catalysts are C1(=CC=C(C=C1)S(=O)(=O)O)C (p-toluenesulfonic acid). The solvent is C1=CC=CC=C1 (benzene). Yields the product C(C(=C)C)(=O)OCC#C (Poly). Isolated yield 75.0%. RXN SMILES: [C:1]([OH:6])(=[O:5])[C:2]([CH3:4])=[CH2:3].[CH2:7](O)[C:8]#[CH:9].C(C1C=C(O)C(=CC=1)O)(C)(C)C>C1(C)C=CC(S(O)(=O)=O)=CC=1.C1C=CC=CC=1>[C:1]([O:6][CH2:9][C:8]#[CH:7])(=[O:5])[C:2]([CH3:4])=[CH2:3]. Procedure: A solution of 86 g. (1 mole) of methacrylic acid in 120 ml. benzene was reacted with 67.2 g. (1.2 moles) of propargyl alcohol in the presence of 4 g. of p-toluenesulfonic acid as a catalyst and 0.4 g. p-tertbutylcatechol as an inhibitor. The reaction mixture was stirred and heated to reflux under nitrogen until 18 g. of water was azeotroped over into a Dean-Stark trap. The reaction mixture was neutralized with saturated sodium carbonate aqueous solution, washed with deionized water three times a... The reactants are ClC1=NC(=NC(=C1C1=CC(=CC=C1)C(F)(F)F)C1=CC(=NC=C1)Cl)SC (4-Chloro-6-(2-chloro-4-pyridyl)-2-methylthio-5-(3-(trifluoromethyl)-phenyl)pyrimidine), NN.O (NH2NH2—H2O), CCO (EtOH). Run at time 8 hour. The product is CSC1=NC(=C(C=2N1C=NN2)C2=CC(=CC=C2)C(F)(F)F)C2=CC(=NC=C2)Cl (5-methylthio-7-(2-chloro-4-pyridyl)-8-(3-(trifluoromethyl)phenyl)-1,2,4-triazolo[4,3-c]pyrimidine). As a reaction SMILES: Cl[C:2]1[C:7]([C:8]2[CH:13]=[CH:12][CH:11]=[C:10]([C:14]([F:17])([F:16])[F:15])[CH:9]=2)=[C:6]([C:18]2[CH:23]=[CH:22][N:21]=[C:20]([Cl:24])[CH:19]=2)[N:5]=[C:4]([S:25][CH3:26])[N:3]=1.[NH2:27][NH2:28].O.[CH3:30]CO>>[CH3:26][S:25][C:4]1[N:3]2[CH:30]=[N:27][N:28]=[C:2]2[C:7]([C:8]2[CH:13]=[CH:12][CH:11]=[C:10]([C:14]([F:17])([F:16])[F:15])[CH:9]=2)=[C:6]([C:18]2[CH:23]=[CH:22][N:21]=[C:20]([Cl:24])[CH:19]=2)[N:5]=1 |f:1.2|. Reported procedure: 4-Chloro-6-(2-chloro-4-pyridyl)-2-methylthio-5-(3-(trifluoromethyl)-phenyl)pyrimidine (0.873 g, 2.1 mmol) and 16.5 ml of NH2NH2—H2O in 90 ml EtOH in a 150-ml r.b.flask with a stir bar was stirred at 70° C. The reaction was cooled to room temperature. The solvents were evaporated in vacuo. The residue was dried by addition and removal of toluene in vacuo and further dried under vacuum at 50° C. overnight. The resulting light yellow solid was mixed with 40 ml of DCM, 20 ml of CH(OCH3)3, and 10 ml ... Reactants: C(C)OC(C1=C(N=C(C(=C1)F)SC)Cl)=O (2-chloro-5-fluoro-6-methylsulfanylnicotinic acid ethyl ester), C1(CC1)N (cyclopropylamine), C1(CC1)N (cyclopropylamine). The solvent is C(C)#N (acetonitrile). The product is C(C)OC(C1=C(N=C(C(=C1)F)SC)NC1CC1)=O (2-cyclopropylamino-5-fluoro-6-methylsulfanylnicotinic acid ethyl ester). The yield is 69.1%. RXN SMILES: [CH2:1]([O:3][C:4](=[O:15])[C:5]1[CH:10]=[C:9]([F:11])[C:8]([S:12][CH3:13])=[N:7][C:6]=1Cl)[CH3:2].[CH:16]1([NH2:19])[CH2:18][CH2:17]1>C(#N)C>[CH2:1]([O:3][C:4](=[O:15])[C:5]1[CH:10]=[C:9]([F:11])[C:8]([S:12][CH3:13])=[N:7][C:6]=1[NH:19][CH:16]1[CH2:18][CH2:17]1)[CH3:2]. Procedure: A solution of 8.7 g (34.8 mmol) of 2-chloro-5-fluoro-6-methylsulfanylnicotinic acid ethyl ester (J. Med. Chem., 1993; 36:2676) and 5.7 g (100 mmol) of cyclopropylamine in 100 mL of acetonitrile is heated at reflux for 18 hours. After TLC showed the presence of unreacted starting material, 4.12 g (72 mmol) of cyclopropylamine is added and the reaction mixture is refluxed for 48 hours. The solvent is removed in vacuo and the residue is partitioned between dichloromethane (250 mL) and water (100 mL... The reactants are O=C([O-])[O-], CC(=O)[O-], CC(=O)[O-], COC(=O)c1cc(Cl)cc2c1NC(c1cccc(Br)c1)C(C)(C)C2, Cc1ccccc1, Cl, [Cs+], [Cs+], [Pd+2], Cc1ccccc1N1CCNCC1. Product: COC(=O)c1cc(Cl)cc2c1NC(c1cccc(N3CCN(c4ccccc4C)CC3)c1)C(C)(C)C2. RXN SMILES: [C:25](=[O:26])([O-:27])[O-:28].[C:52]([O-:53])(=[O:54])[CH3:55].[C:57]([O-:58])(=[O:59])[CH3:60].[CH3:1][O:2][C:3](=[O:4])[c:5]1[cH:6][c:7]([Cl:24])[cH:8][c:9]2[c:14]1[NH:13][CH:12]([c:15]1[cH:16][c:17]([Br:21])[cH:18][cH:19][cH:20]1)[C:11]([CH3:22])([CH3:23])[CH2:10]2.[CH3:45][c:46]1[cH:47][cH:48][cH:49][cH:50][cH:51]1.[ClH:31].[Cs+:29].[Cs+:30].[Pd+2:56].[c:32]1([CH3:44])[c:33]([N:38]2[CH2:39][CH2:40][NH:41][CH2:42][CH2:43]2)[cH:34][cH:35][cH:36][cH:37]1>>[CH3:1][O:2][C:3](=[O:4])[c:5]1[cH:6][c:7]([Cl:24])[cH:8][c:9]2[c:14]1[NH:13][CH:12]([c:15]1[cH:16][c:17]([N:41]3[CH2:40][CH2:39][N:38]([c:33]4[c:32]([CH3:44])[cH:37][cH:36][cH:35][cH:34]4)[CH2:43][CH2:42]3)[cH:18][cH:19][cH:20]1)[C:11]([CH3:22])([CH3:23])[CH2:10]2. Starting materials: CC1=C(C(=O)CC(=O)OCC)C(=CC(=C1F)F)F (ethyl 2-methyl-3,4,6-trifluorobenzoylacetate), C(C)(=O)OC(C)=O (acetic anhydride), C(OCC)([O-])[O-] (ethyl orthoformate). The product is CC1=C(C(=O)C(C(=O)OCC)=COCC)C(=CC(=C1F)F)F (ethyl 2-(2-methyl-3,4,6-trifluorobenzoyl)-3-ethoxyacrylate). The yield is 90.0%. RXN SMILES: [CH3:1][C:2]1[C:15]([F:16])=[C:14]([F:17])[CH:13]=[C:12]([F:18])[C:3]=1[C:4]([CH2:6][C:7]([O:9][CH2:10][CH3:11])=[O:8])=[O:5].[C:19]([O:22][C:23](=O)C)(=O)[CH3:20].C([O-])([O-])OCC>>[CH3:1][C:2]1[C:15]([F:16])=[C:14]([F:17])[CH:13]=[C:12]([F:18])[C:3]=1[C:4]([C:6](=[CH:23][O:22][CH2:19][CH3:20])[C:7]([O:9][CH2:10][CH3:11])=[O:8])=[O:5]. Procedure: To 3.2 g of ethyl 2-methyl-3,4,6-trifluorobenzoylacetate were added 3.0 g of acetic anhydride and 2.7 g of ethyl orthoformate, followed by heating and refluxing for 1 hour. The resulting mixture was concentrated to give 3.5 g of ethyl 2-(2-methyl-3,4,6-trifluorobenzoyl)-3-ethoxyacrylate. Starting materials: N, c12c(OBO1)cccc2, C1CN(C[C@@H](C1=O)O)S(=O)(=O)C. The reagents and catalysts are c1ccc(cc1)-c2c3ccccc3cc4ccccc24 (9-Phenylanthracene), CC(C)[O-].CC(C)[O-].CC(C)[O-].CC(C)[O-].[Ti+4] (Ti(OiPr)4). Reaction conditions: temperature 25 celsius, time 18 hour. Yields the product CS(=O)(=O)N1CC[C@@H](N)[C@@H](O)C1. Reaction SMILES: [CH3:1][S:2]([N:5]1[CH2:11][C@H:9]([OH:10])[C:8](=O)[CH2:7][CH2:6]1)(=[O:4])=[O:3].[NH3:12].B1Oc(c2O1)cccc2>>[CH3:1][S:2]([N:5]1[CH2:11][C@H:9]([OH:10])[C@H:8]([NH2:12])[CH2:7][CH2:6]1)(=[O:4])=[O:3]. Starting materials: OS(=O)(=O)O (H2SO4), solution, [H-].C(C(C)C)[Al+]CC(C)C (diisobutylaluminium hydride), BrC=1C=C(C=C(C1)F)C=CC(=O)OC (methyl 3-(3-bromo-5-fluorophenyl) -2-propenoate). Run in C1(=CC=CC=C1)C (toluene), CCOCC (ether). Run at temperature 0 celsius, time 30 minute. The product is BrC=1C=C(C=C(C1)F)C=CCO (3-(3-Bromo-5-fluorophenyl)-2-propen-1-ol). Reaction SMILES: [H-].C([Al+]CC(C)C)C(C)C.[Br:11][C:12]1[CH:13]=[C:14]([CH:19]=[CH:20][C:21](OC)=[O:22])[CH:15]=[C:16]([F:18])[CH:17]=1.OS(O)(=O)=O>C1(C)C=CC=CC=1.CCOCC>[Br:11][C:12]1[CH:13]=[C:14]([CH:19]=[CH:20][CH2:21][OH:22])[CH:15]=[C:16]([F:18])[CH:17]=1 |f:0.1|. Procedure: 56 ml (0.056 mol) of a 1M solution of diisobutylaluminium hydride in toluene are added dropwise under a nitrogen atmosphere to a suspension of 7.2 g (0.0278 mol) of methyl 3-(3-bromo-5-fluorophenyl) -2-propenoate in 84 ml of anhydrous ether cooled to 0° C. The mixture is stirred for 30 min at 0° C. and then for 3 h at room temperature. The mixture is cooled in an ice bath and carefully hydrolyzed with 6N H2SO4. Separation is carried out by settling and the organic phase is washed with water, dri... RXN SMILES: Cl[CH2:2][C:3]1[CH:8]=[CH:7][CH:6]=[C:5]([S:9][CH:10]2[CH2:14][CH2:13][CH2:12][CH2:11]2)[N:4]=1.C([O:17][C:18](=[O:30])[CH:19]([CH3:29])[CH2:20][C:21]1[CH:26]=[CH:25][C:24]([OH:27])=[C:23]([Cl:28])[CH:22]=1)C>>[Cl:28][C:23]1[CH:22]=[C:21]([CH2:20][CH:19]([CH3:29])[C:18]([OH:30])=[O:17])[CH:26]=[CH:25][C:24]=1[O:27][CH2:2][C:3]1[CH:8]=[CH:7][CH:6]=[C:5]([S:9][CH:10]2[CH2:14][CH2:13][CH2:12][CH2:11]2)[N:4]=1. Yield: 78.5%. The product is ClC=1C=C(C=CC1OCC1=NC(=CC=C1)SC1CCCC1)CC(C(=O)O)C (3-[3-chloro-4-(6-cyclopentylsulfanyl-pyridin-2-ylmethoxy)-phenyl]-2-methyl-propionic acid). The reactants are ClCC1=NC(=CC=C1)SC1CCCC1 (2-Chloromethyl-6-cyclopentylsulfanyl-pyridine), C(C)OC(C(CC1=CC(=C(C=C1)O)Cl)C)=O (3-(3-chloro-4-hydroxy-phenyl)-2-methyl-propionic acid ethyl ester). Procedure: 2-Chloromethyl-6-cyclopentylsulfanyl-pyridine (37 mg, 0.16 mmol) obtained in Step C of Preparation Example 27 and 3-(3-chloro-4-hydroxy-phenyl)-2-methyl-propionic acid ethyl ester (43 mg, 0.17 mmol) obtained in Step B of Preparation Example 46 were used to react sequentially in the same manner as in Steps A and B of Example 1 to obtain the title compound (51 mg, 85%). Reactants: NC1=CC=CC=C1 (aniline), CC1=C(C=CC(=C1)C)N=CC(=O)OCC (ethyl 2-(2,4-dimethylphenylimino)acetate), S(=O)(=O)(C1=CC=C(C)C=C1)C[N+]#[C-] (tosylmethylisocyanide), C([O-])([O-])=O.[K+].[K+] (potassium carbonate). Run in C(C)(=O)OCC (ethyl acetate), C(C)O (ethanol), COCCOC (1,2-dimethoxyethane). Reaction conditions: temperature 90 celsius. Product: CC1=C(C=CC(=C1)C)N1C=NC=C1C(=O)OCC (Ethyl 1-(2,4-dimethylphenyl)-1H-imidazole-5-carboxylate). Yield: 50.3%. Reaction SMILES: NC1C=CC=CC=1.[CH3:8][C:9]1[CH:14]=[C:13]([CH3:15])[CH:12]=[CH:11][C:10]=1[N:16]=[CH:17][C:18]([O:20][CH2:21][CH3:22])=[O:19].S([CH2:33][N+:34]#[C-:35])(C1C=CC(C)=CC=1)(=O)=O.C(=O)([O-])[O-].[K+].[K+]>C(OCC)(=O)C.COCCOC.C(O)C>[CH3:8][C:9]1[CH:14]=[C:13]([CH3:15])[CH:12]=[CH:11][C:10]=1[N:16]1[C:17]([C:18]([O:20][CH2:21][CH3:22])=[O:19])=[CH:35][N:34]=[CH:33]1 |f:3.4.5|. Reported procedure: To 10 g (83 mmol) of 2,4-dimethylaniline in 200 mL of methanol was added 80 mL (50% solution in toluene, 410 mmol) of ethyl gyloxalate. The mixture was heated to 70° C. for 7 h and then allowed to stand at room temperature overnight. The reaction was concentrated in vacuo, dissolved in dichloromethane and concentrated onto silica gel. The product was eluted with a 93-100% ethyl acetate/hexanes gradient mixture to give 8.0 g (47%) of ethyl 2-(2,4-dimethylphenylimino)acetate as an oil containing a... Reactants: CN1C(=CC2=CC(=CC=C12)OC1=CC=C(C=N1)NC(C1=CC=C(C=C1)C(F)(F)F)=O)C(=O)N1CCNCC1 (N-{6-[1-methyl-2-(piperazine-1-carbonyl)-1H-indol-5-yloxy]pyridin-3-yl}-4-trifluoromethyl-benzamide), BrCC(C)C (1-bromo-2-methylpropane), C(C)(C)N(CC)C(C)C (diisopropylethylamine), [I-].[Na+] (sodium iodide). The solvent is C(C)#N (acetonitrile). Yields the product C(C(C)C)N1CCN(CC1)C(=O)C=1N(C2=CC=C(C=C2C1)OC1=CC=C(C=N1)NC(C1=CC=C(C=C1)C(F)(F)F)=O)C (N-{6-[2-(4-isobutylpiperazine-1-carbonyl)-1-methyl-1H-indol-5-yloxy]pyridin-3-yl}-4-trifluoromethylbenzamide). Isolated yield 36.1%. RXN SMILES: [CH3:1][N:2]1[C:10]2[C:5](=[CH:6][C:7]([O:11][C:12]3[N:17]=[CH:16][C:15]([NH:18][C:19](=[O:30])[C:20]4[CH:25]=[CH:24][C:23]([C:26]([F:29])([F:28])[F:27])=[CH:22][CH:21]=4)=[CH:14][CH:13]=3)=[CH:8][CH:9]=2)[CH:4]=[C:3]1[C:31]([N:33]1[CH2:38][CH2:37][NH:36][CH2:35][CH2:34]1)=[O:32].Br[CH2:40][CH:41]([CH3:43])[CH3:42].C(N(C(C)C)CC)(C)C.[I-].[Na+]>C(#N)C>[CH2:40]([N:36]1[CH2:35][CH2:34][N:33]([C:31]([C:3]2[N:2]([CH3:1])[C:10]3[C:5]([CH:4]=2)=[CH:6][C:7]([O:11][C:12]2[N:17]=[CH:16][C:15]([NH:18][C:19](=[O:30])[C:20]4[CH:25]=[CH:24][C:23]([C:26]([F:27])([F:29])[F:28])=[CH:22][CH:21]=4)=[CH:14][CH:13]=2)=[CH:8][CH:9]=3)=[O:32])[CH2:38][CH2:37]1)[CH:41]([CH3:43])[CH3:42] |f:3.4|. Procedure details: To a solution of N-{6-[1-methyl-2-(piperazine-1-carbonyl)-1H-indol-5-yloxy]pyridin-3-yl}-4-trifluoromethyl-benzamide (250 mg, 0.478 mmol) in acetonitrile (2 mL) were added 1-bromo-2-methylpropane (0.123 mL, 1.13 mmol), diisopropylethylamine (0.25 mL, 1.44 mmol) and sodium iodide (180 mg, 1.2 mmol). The reaction mixture was stirred under reflux for 14 hours. The solvent was removed under reduced pressure. Water was added to the residue and extracted with AcOEt. The organic layer was washed with s...